This data is from the Open Reaction Database (ORD), a public repository of structured organic reaction records. The task is: describe an organic reaction: reactants, conditions, products, and yield Starting materials: CC(C)Oc1ccc(-c2nnc(-c3cccc4c3CCC4O[Si](C)(C)C(C)(C)C)s2)cc1C#N, CCCC[N+](CCCC)(CCCC)CCCC, C1CCOC1, [F-]. Product: CC(C)Oc1ccc(-c2nnc(-c3cccc4c3CCC4O)s2)cc1C#N. RXN SMILES: [C:1]([Si:2]([CH3:3])([CH3:4])[O:6][CH:7]1[CH2:8][CH2:9][c:10]2[c:11](-[c:16]3[n:17][n:18][c:19](-[c:21]4[cH:22][cH:23][c:24]([O:29][CH:30]([CH3:31])[CH3:32])[c:25]([C:26]#[N:27])[cH:28]4)[s:20]3)[cH:12][cH:13][cH:14][c:15]21)([CH3:5])([CH3:33])[CH3:34].[CH2:36]([N+:37]([CH2:38][CH2:39][CH2:40][CH3:41])([CH2:42][CH2:43][CH2:44][CH3:45])[CH2:46][CH2:47][CH2:48][CH3:49])[CH2:50][CH2:51][CH3:52].[CH2:53]1[O:54][CH2:55][CH2:56][CH2:57]1.[F-:35]>>[OH:6][CH:7]1[CH2:8][CH2:9][c:10]2[c:11](-[c:16]3[n:17][n:18][c:19](-[c:21]4[cH:22][cH:23][c:24]([O:29][CH:30]([CH3:31])[CH3:32])[c:25]([C:26]#[N:27])[cH:28]4)[s:20]3)[cH:12][cH:13][cH:14][c:15]21.